describe an organic reaction: reactants, conditions, products, and yield From a dataset of the Open Reaction Database (ORD), a public repository of structured organic reaction records. The reactants are ClCCCS(=O)(=O)C=1C=CC(=C(C(=O)O)C1)O (5-(3-chloro-propane-1-sulfonyl)-2-hydroxy-benzoic acid), solution, C[Si](C)(C)[N-][Si](C)(C)C.[K+] (potassium bis(trimethylsilyl)amide). Run in C1CCOC1 (THF), C1(=CC=CC=C1)C (toluene), C1CCOC1.C(C)(=O)OCC (THF ethyl acetate). Run at time 30 minute. Product: C1(CC1)S(=O)(=O)C=1C=CC(=C(C(=O)O)C1)O (5-Cyclopropanesulfonyl-2-hydroxy-benzoic acid). RXN SMILES: Cl[CH2:2][CH2:3][CH2:4][S:5]([C:8]1[CH:9]=[CH:10][C:11]([OH:17])=[C:12]([CH:16]=1)[C:13]([OH:15])=[O:14])(=[O:7])=[O:6].C[Si]([N-][Si](C)(C)C)(C)C.[K+]>C1COCC1.C1(C)C=CC=CC=1.C1COCC1.C(OCC)(=O)C>[CH:4]1([S:5]([C:8]2[CH:9]=[CH:10][C:11]([OH:17])=[C:12]([CH:16]=2)[C:13]([OH:15])=[O:14])(=[O:7])=[O:6])[CH2:2][CH2:3]1 |f:1.2,5.6|. Procedure: To 8.0 mmol 5-(3-chloro-propane-1-sulfonyl)-2-hydroxy-benzoic acid in 30 ml THF at −78° C. was added dropwise over 30 min 23.9 mmol of a 0.9 M solution of potassium bis(trimethylsilyl)amide in toluene. The reaction mixture was then allowed to warm to RT and stirring continued for a further 30 min at RT. The mixture was then diluted with THF/ethyl acetate (1:1) and washed sequentially with 1 M aq HCl and saturated aqueous NaCl solution, dried with Na2SO4, and concentrated in vacuo. The residue wa... Starting materials: O=C(O)C(F)(F)F, COc1ccc(CN2C(=O)c3c(-c4cnn(C)c4)nc(NC4CCCCC4N)c(F)c3C2C)c(OC)c1. Product: O=C(O)C(F)(F)F, CC1NC(=O)c2c(-c3cnn(C)c3)nc(NC3CCCCC3N)c(F)c21. As a reaction SMILES: [F:38][C:39]([C:40](=[O:41])[OH:42])([F:43])[F:44].[NH2:1][CH:2]1[CH:3]([NH:8][c:9]2[c:10]([F:37])[c:11]3[c:12]([c:13](-[c:15]4[cH:16][n:17][n:18]([CH3:20])[cH:19]4)[n:14]2)[C:21](=[O:36])[N:22]([CH2:25][c:26]2[cH:27][cH:28][c:29]([O:30][CH3:31])[cH:32][c:33]2[O:34][CH3:35])[CH:23]3[CH3:24])[CH2:4][CH2:5][CH2:6][CH2:7]1>>[F:38][C:39]([C:40](=[O:41])[OH:42])([F:43])[F:44].[NH2:1][CH:2]1[CH:3]([NH:8][c:9]2[c:10]([F:37])[c:11]3[c:12]([c:13](-[c:15]4[cH:16][n:17][n:18]([CH3:20])[cH:19]4)[n:14]2)[C:21](=[O:36])[NH:22][CH:23]3[CH3:24])[CH2:4][CH2:5][CH2:6][CH2:7]1. Run at time 12 hour. The reagents and catalysts are Cl[Ru](Cl)([P](C1CCCCC1)(C2CCCCC2)C3CCCCC3)([P](C4CCCCC4)(C5CCCCC5)C6CCCCC6)=CC7=CC=CC=C7 (Grubbs catalyst), additional catalyst. The reactants are COC(CN(C(C(CC=C)NC(=O)OC(C)(C)C)=O)CC=C)=O ([allyl-(2-tert-butoxycarbonylamino-pent-4-enoyl)amino]acetic acid methyl ester), CS(=O)C (DMSO). Product: COC(CN1C(C(CC=CC1)NC(=O)OC(C)(C)C)=O)=O ((3-tert-butoxycarbonylamino-2-oxo-2,3,4,7-tetrahydroazepin-1-yl) acetic acid methyl ester). Reported procedure: Grubbs catalyst (0.3 g) is added to a solution of [allyl-(2-tert-butoxycarbonylamino-pent-4-enoyl)amino]acetic acid methyl ester, 1, (0.815 g, 2.5 mmol) in 50 mL of CH2Cl2. The solution is refluxed for 12 hours after which additional catalyst (0.29 g) is added and the solution is refluxed for another 3 hours. The solution is then cooled, 1 mL of DMSO is added, and stirring continued at room temperature for an additional 12 hours. The solvent is removed in vacuo and the residue purified over sili... As a reaction SMILES: [CH3:1][O:2][C:3](=[O:23])[CH2:4][N:5]([CH2:20][CH:21]=[CH2:22])[C:6](=[O:19])[CH:7]([NH:11][C:12]([O:14][C:15]([CH3:18])([CH3:17])[CH3:16])=[O:13])[CH2:8]C=C.CS(C)=O>Cl[Ru](=CC1C=CC=CC=1)([P](C1CCCCC1)(C1CCCCC1)C1CCCCC1)([P](C1CCCCC1)(C1CCCCC1)C1CCCCC1)Cl.C(Cl)Cl>[CH3:1][O:2][C:3](=[O:23])[CH2:4][N:5]1[CH2:20][CH:21]=[CH:22][CH2:8][CH:7]([NH:11][C:12]([O:14][C:15]([CH3:16])([CH3:17])[CH3:18])=[O:13])[C:6]1=[O:19] |^1:36,55|. The solvent is C(Cl)Cl (CH2Cl2). The reactants are C(C)OC(=O)NC1=C(C=C(C=C1F)C(C)=O)Cl (4'-ethoxycarbonylamino-3'-chloro-5'-fluoro-acetophenone), [Se](=O)=O (selenium dioxide), Cl (hydrochloric acid), C(C)(C)(C)N (tert. butylamine), 4'-ethoxycarbonylamino-3'-chloro-5'-fluoro-phenylglyoxal. Run in C(C)O (ethanol), O1CCOCC1 (dioxane), O (water), CCOCC (ether). Run at time 8 hour. Yields the product Cl.C(C)OC(=O)NC1=C(C=C(C=C1F)C(CNC(C)(C)C)O)Cl (1-(4-Ethoxycarbonylamino-3-chloro-5-fluoro-phenyl)-2-tert.-butylamino-ethanol hydrochloride). Reaction SMILES: [CH2:1]([O:3][C:4]([NH:6][C:7]1[C:12]([F:13])=[CH:11][C:10]([C:14](=[O:16])[CH3:15])=[CH:9][C:8]=1[Cl:17])=[O:5])[CH3:2].[Se](=O)=O.[C:21]([NH2:25])([CH3:24])([CH3:23])[CH3:22].Cl>O1CCOCC1.O.C(O)C.CCOCC>[ClH:17].[CH2:1]([O:3][C:4]([NH:6][C:7]1[C:12]([F:13])=[CH:11][C:10]([CH:14]([OH:16])[CH2:15][NH:25][C:21]([CH3:24])([CH3:23])[CH3:22])=[CH:9][C:8]=1[Cl:17])=[O:5])[CH3:2] |f:8.9|. Procedure details: 8.7 gm of 4'-ethoxycarbonylamino-3'-chloro-5'-fluoro-acetophenone were added in portions to a solution of 3.7 gm of selenium dioxide in 30 ml of dioxane and 1 ml of water at 60° C. while stirring. The mixture obtained was refluxed for 4 hours and, after cooling, 4.1 ml of tert. butylamine were added dropwise to the solution of 4'-ethoxycarbonylamino-3'-chloro-5'-fluoro-phenylglyoxal thus obtained while cooling with ice. The resulting mixture was diluted with 350 ml of ethanol and filtered. 5 gm ... Reactants: ClCCl, CC(Cl)CC(C)Oc1ccc(-c2ccc(C(=O)O)cc2)cc1, c1cc(N2CCCC2)ccn1, N#Cc1ccc(O)cc1. Product: CC(Cl)CC(C)Oc1ccc(-c2ccc(C(=O)Oc3ccc(C#N)cc3)cc2)cc1. As a reaction SMILES: [CH2:43]([Cl:44])[Cl:45].[Cl:1][CH:2]([CH2:3][CH:4]([O:5][c:6]1[cH:7][cH:8][c:9](-[c:12]2[cH:13][cH:14][c:15]([C:16](=[O:17])[OH:18])[cH:19][cH:20]2)[cH:10][cH:11]1)[CH3:21])[CH3:22].[N:32]1([c:33]2[cH:34][cH:35][n:36][cH:37][cH:38]2)[CH2:39][CH2:40][CH2:41][CH2:42]1.[OH:23][c:24]1[cH:25][cH:26][c:27]([C:30]#[N:31])[cH:28][cH:29]1>>[Cl:1][CH:2]([CH2:3][CH:4]([O:5][c:6]1[cH:7][cH:8][c:9](-[c:12]2[cH:13][cH:14][c:15]([C:16]([O:17][c:24]3[cH:25][cH:26][c:27]([C:30]#[N:31])[cH:28][cH:29]3)=[O:18])[cH:19][cH:20]2)[cH:10][cH:11]1)[CH3:21])[CH3:22]. RXN SMILES: [CH:1](=O)[CH2:2][CH2:3][CH2:4][CH2:5][CH2:6][CH3:7].[CH2:9]([NH2:13])[C:10](=[CH2:12])[CH3:11]>>[CH:1](=[N:13][CH:9]=[C:10]([CH3:12])[CH3:11])[CH2:2][CH2:3][CH2:4][CH2:5][CH2:6][CH3:7]. Procedure details: The N-heptylidene-(2-methylpropenylamine) was prepared from heptanal and methallylamine, with subsequent isomerisation of the reaction product with potassium tert.-butylate; boiling point 54° C./5 Pa; nD20 =1.4662. Starting materials: C(CCCCCC)=O (heptanal), C(C(C)=C)N (methallylamine), potassium tert.-butylate. The product is C(CCCCCC)=NC=C(C)C (N-heptylidene-(2-methylpropenylamine)). Starting materials: NC1=C(C(=O)O)C(=CC(=C1)F)F (2-amino-4,6-difluoro benzoic acid), CCN=C=NCCCN(C)C.Cl (EDCl), C=1C=CC2=C(C1)N=NN2O (HOBT), dioxanes, N (ammonia), Cl (HCl), solution. Run in O1CCCC1 (tetrahydrofuran), CN(C(C)=O)C (N,N-dimethylacetamide). Reaction conditions: time 24 hour. Product: NC1=C(C(=O)N)C(=CC(=C1)F)F (2-amino-4,6-difluorobenzamide). The yield is 78.0%. Reaction SMILES: [NH2:1][C:2]1[CH:10]=[C:9]([F:11])[CH:8]=[C:7]([F:12])[C:3]=1[C:4](O)=[O:5].CC[N:15]=C=NCCCN(C)C.Cl.Cl.C1C=CC2N(O)N=NC=2C=1.N>O1CCCC1.CN(C)C(=O)C>[NH2:1][C:2]1[CH:10]=[C:9]([F:11])[CH:8]=[C:7]([F:12])[C:3]=1[C:4]([NH2:15])=[O:5] |f:1.2|. Procedure: To a solution of 2-amino-4,6-difluoro benzoic acid (4.0 g, 23.12 mmol, Butt Park Ltd.) in tetrahydrofuran (1.0 L) and N,N-dimethylacetamide (150 mL) was added EDCl.HCl (13.44 g, 70 mmol, Aldrich), HOBT (9.5 g, 70 mmol, Aldrich) and ammonia as a 0.5M solution in dioxanes (460 mL, 230 mmol, Aldrich). The resultant slurry was stirred for 24 hours, and then solids removed by filtration through celite. The filtrate was taken to a residue under reduced pressure and partitioned between water and ethyl ... The reactants are CC(C)(C)OC(=O)N1CCC(=O)CC1, CC(C)OC(C)C, CC(C)O, Cl, NC(Cc1c[nH]c2ccccc12)c1nc(-c2ccccc2)c[nH]1. The product is CC(C)(C)OC(=O)N1CCC2(CC1)NC(c1nc(-c3ccccc3)c[nH]1)Cc1c2[nH]c2ccccc12. Reaction SMILES: [C:25]([CH3:26])([CH3:27])([CH3:28])[O:29][C:30](=[O:31])[N:32]1[CH2:33][CH2:34][C:35](=[O:38])[CH2:36][CH2:37]1.[CH:39]([O:40][CH:41]([CH3:42])[CH3:43])([CH3:44])[CH3:45].[CH:46]([OH:47])([CH3:48])[CH3:49].[ClH:1].[nH:2]1[cH:3][c:4]([CH2:11][CH:12]([NH2:13])[c:14]2[nH:15][cH:16][c:17](-[c:19]3[cH:20][cH:21][cH:22][cH:23][cH:24]3)[n:18]2)[c:5]2[cH:6][cH:7][cH:8][cH:9][c:10]12>>[nH:2]1[c:3]2[c:4]([c:5]3[cH:6][cH:7][cH:8][cH:9][c:10]13)[CH2:11][CH:12]([c:14]1[nH:15][cH:16][c:17](-[c:19]3[cH:20][cH:21][cH:22][cH:23][cH:24]3)[n:18]1)[NH:13][C:35]21[CH2:34][CH2:33][N:32]([C:30]([O:29][C:25]([CH3:26])([CH3:27])[CH3:28])=[O:31])[CH2:37][CH2:36]1.